Dataset: the Open Reaction Database (ORD), a public repository of structured organic reaction records. Task: describe an organic reaction: reactants, conditions, products, and yield The reactants are CN1CCNCC1, O=C(O)c1c2n(c3c(F)c(Cl)ccc3c1=O)CCS2, c1ccncc1. The product is CN1CCN(c2ccc3c(=O)c(C(=O)O)c4n(c3c2F)CCS4)CC1. RXN SMILES: [CH3:20][N:21]1[CH2:22][CH2:23][NH:24][CH2:25][CH2:26]1.[Cl:1][c:2]1[cH:3][cH:4][c:5]2[c:6](=[O:19])[c:7]([C:16](=[O:17])[OH:18])[c:8]3[n:9]([c:10]2[c:11]1[F:12])[CH2:13][CH2:14][S:15]3.[cH:27]1[cH:28][cH:29][n:30][cH:31][cH:32]1>>[c:2]1([N:24]2[CH2:23][CH2:22][N:21]([CH3:20])[CH2:26][CH2:25]2)[cH:3][cH:4][c:5]2[c:6](=[O:19])[c:7]([C:16](=[O:17])[OH:18])[c:8]3[n:9]([c:10]2[c:11]1[F:12])[CH2:13][CH2:14][S:15]3. The reactants are N#Cc1ccc(CN)cc1, O=C([O-])[O-], Cc1ccccc1, O=C(N1CCc2ccc(Cl)c(OS(=O)(=O)C(F)(F)F)c2CC1)C(F)(F)F, [Cs+], [Cs+], CC(=O)[O-], CC(=O)[O-], [Pd+2], c1ccc(P(c2ccccc2)c2ccc3ccccc3c2-c2c(P(c3ccccc3)c3ccccc3)ccc3ccccc23)cc1. Product: N#Cc1ccc(CNc2c(Cl)ccc3c2CCN(C(=O)C(F)(F)F)CC3)cc1. As a reaction SMILES: [C:27](#[N:28])[c:29]1[cH:30][cH:31][c:32]([CH2:33][NH2:34])[cH:35][cH:36]1.[C:83](=[O:84])([O-:85])[O-:86].[CH3:89][c:90]1[cH:91][cH:92][cH:93][cH:94][cH:95]1.[Cl:1][c:2]1[c:3]([O:19][S:20]([C:21]([F:22])([F:23])[F:24])(=[O:25])=[O:26])[c:4]2[c:5]([cH:17][cH:18]1)[CH2:6][CH2:7][N:8]([C:11]([C:12]([F:13])([F:14])[F:15])=[O:16])[CH2:9][CH2:10]2.[Cs+:87].[Cs+:88].[O-:101][C:102]([CH3:103])=[O:104].[O-:97][C:98]([CH3:99])=[O:100].[Pd+2:96].[cH:37]1[cH:38][cH:39][c:40]([P:41]([c:42]2[cH:43][cH:44][c:45]3[c:46]([cH:47][cH:48][cH:49][cH:50]3)[c:51]2-[c:52]2[c:53]3[c:54]([cH:55][cH:56][cH:57][cH:58]3)[cH:59][cH:60][c:61]2[P:62]([c:63]2[cH:64][cH:65][cH:66][cH:67][cH:68]2)[c:69]2[cH:70][cH:71][cH:72][cH:73][cH:74]2)[c:75]2[cH:76][cH:77][cH:78][cH:79][cH:80]2)[cH:81][cH:82]1>>[Cl:1][c:2]1[c:3]([NH:34][CH2:33][c:32]2[cH:31][cH:30][c:29]([C:27]#[N:28])[cH:36][cH:35]2)[c:4]2[c:5]([cH:17][cH:18]1)[CH2:6][CH2:7][N:8]([C:11]([C:12]([F:13])([F:14])[F:15])=[O:16])[CH2:9][CH2:10]2. The reactants are C1(CC1)OC=1C=C(C=CC1OC(F)F)C1=C(C2=C(C=NN(C2=O)COCC[Si](C)(C)C)N1)C1CC1 (2-(3-cyclopropoxy-4-difluoromethoxyphenyl)-3-cyclopropyl-5-(2-trimethylsilylethoxymethyl)-1,5-dihydropyrrolo[2,3-d]pyridazin-4-one), C1(CC1)OC=1C=C(C=CC1OC(F)F)C1=C(C2=C(C=NN(C2=O)COCC[Si](C)(C)C)N1)C (2-(3-cyclopropoxy-4-difluoromethoxyphenyl)-3-methyl-5-(2-trimethylsilylethoxymethyl)-1,5-dihydropyrrolo-[2,3-d]pyridazin-4-one). Yields the product C1(CC1)OC=1C=C(C=CC1OC(F)F)C1=C(C2=C(C=NNC2=O)N1)C1CC1 (2-(3-Cyclopropoxy-4-difluoromethoxyphenyl)-3-cyclopropyl-1,5-dihydropyrrolo[2,3-d]pyridazin-4-one). Yield: 90.8%. RXN SMILES: [CH:1]1([O:4][C:5]2[CH:6]=[C:7]([C:15]3[NH:32][C:18]4[CH:19]=[N:20][N:21](COCC[Si](C)(C)C)[C:22](=[O:23])[C:17]=4[C:16]=3[CH:33]3[CH2:35][CH2:34]3)[CH:8]=[CH:9][C:10]=2[O:11][CH:12]([F:14])[F:13])[CH2:3][CH2:2]1.C1(OC2C=C(C3NC4C=NN(COCC[Si](C)(C)C)C(=O)C=4C=3C)C=CC=2OC(F)F)CC1>>[CH:1]1([O:4][C:5]2[CH:6]=[C:7]([C:15]3[NH:32][C:18]4[CH:19]=[N:20][NH:21][C:22](=[O:23])[C:17]=4[C:16]=3[CH:33]3[CH2:34][CH2:35]3)[CH:8]=[CH:9][C:10]=2[O:11][CH:12]([F:13])[F:14])[CH2:3][CH2:2]1. Reported procedure: Reaction and post treatment were carried out in the same manner as in Example 4-(c) except for using 1.80 g (3.57 mmol) of 2-(3-cyclopropoxy-4-difluoromethoxyphenyl)-3-cyclopropyl-5-(2-trimethylsilylethoxymethyl)-1,5-dihydropyrrolo[2,3-d]pyridazin-4-one obtained in Example 14-(b) in place of 2-(3-cyclopropoxy-4-difluoromethoxyphenyl)-3-methyl-5-(2-trimethylsilylethoxymethyl)-1,5-dihydropyrrolo-[2,3-d]pyridazin-4-one, whereby 1.21 g of the title compound was obtained as a white solid. (Yield: 91%... Yields the product OCC#Cc1ccc(C(F)(F)F)cc1. RXN SMILES: [Br:1][c:2]1[cH:3][cH:4][c:5]([C:8]([F:9])([F:10])[F:11])[cH:6][cH:7]1.[CH2:12]([C:13]#[CH:14])[OH:15].[CH2:16]([NH:17][CH2:18][CH3:19])[CH3:20].[Cu:27][I:28].[cH:21]1[cH:22][cH:23][cH:24][cH:25][cH:26]1>>[c:2]1([C:14]#[C:13][CH2:12][OH:15])[cH:3][cH:4][c:5]([C:8]([F:9])([F:10])[F:11])[cH:6][cH:7]1. Starting materials: FC(F)(F)c1ccc(Br)cc1, C#CCO, CCNCC, [Cu]I, c1ccccc1. Starting materials: CI, CO, CS(=O)(=O)c1nc2c([nH]1)CCCC2, [Ca+2], [Cl-], [Cl-], [H-], [Na+], CN(C)C=O. The product is Cn1c(S(C)(=O)=O)nc2c1CCCC2. As a reaction SMILES: [CH3:16][I:17].[CH3:26][OH:27].[CH3:3][S:4](=[O:5])(=[O:6])[c:7]1[n:8][c:9]2[c:10]([nH:11]1)[CH2:12][CH2:13][CH2:14][CH2:15]2.[Ca+2:19].[Cl-:18].[Cl-:20].[H-:1].[Na+:2].[O:21]=[CH:22][N:23]([CH3:24])[CH3:25]>>[CH3:3][S:4](=[O:5])(=[O:6])[c:7]1[n:8][c:9]2[c:10]([n:11]1[CH3:16])[CH2:12][CH2:13][CH2:14][CH2:15]2. Reactants: C1CCOC1, [Li+], COC(=O)C1(c2ccc(-c3csc(N)n3)cc2)CC1, [OH-], O, O. The product is Nc1nc(-c2ccc(C3(C(=O)O)CC3)cc2)cs1. RXN SMILES: [CH2:23]1[O:24][CH2:25][CH2:26][CH2:27]1.[Li+:3].[NH2:4][c:5]1[s:6][cH:7][c:8](-[c:10]2[cH:11][cH:12][c:13]([C:16]3([C:19](=[O:20])[O:21][CH3:22])[CH2:17][CH2:18]3)[cH:14][cH:15]2)[n:9]1.[OH-:2].[OH2:1].[OH2:28]>>[NH2:4][c:5]1[s:6][cH:7][c:8](-[c:10]2[cH:11][cH:12][c:13]([C:16]3([C:19](=[O:20])[OH:21])[CH2:17][CH2:18]3)[cH:14][cH:15]2)[n:9]1.